This data is from the Open Reaction Database (ORD), a public repository of structured organic reaction records. The task is: describe an organic reaction: reactants, conditions, products, and yield The reactants are CC1=NN=C(c2ccc([N+](=O)[O-])cc2)c2cc(Cl)ccc2C1, C1COCCO1, O=[Se]=O. Product: O=CC1=NN=C(c2ccc([N+](=O)[O-])cc2)c2cc(Cl)ccc2C1. RXN SMILES: [Cl:1][c:2]1[cH:3][c:4]2[c:5]([cH:21][cH:22]1)[CH2:6][C:7]([CH3:20])=[N:8][N:9]=[C:10]2[c:11]1[cH:12][cH:13][c:14]([N+:17](=[O:18])[O-:19])[cH:15][cH:16]1.[O:26]1[CH2:27][CH2:28][O:29][CH2:30][CH2:31]1.[Se:23](=[O:24])=[O:25]>>[Cl:1][c:2]1[cH:3][c:4]2[c:5]([cH:21][cH:22]1)[CH2:6][C:7]([CH:20]=[O:24])=[N:8][N:9]=[C:10]2[c:11]1[cH:12][cH:13][c:14]([N+:17](=[O:18])[O-:19])[cH:15][cH:16]1.